Dataset: the Open Reaction Database (ORD), a public repository of structured organic reaction records. Task: describe an organic reaction: reactants, conditions, products, and yield Reactants: [I-].[K+] (potassium iodide), C1COC(CCCCl)(C2=CC=C(C=C2)F)O1 (γ-chloro-p-fluorobutyrophenone ethylene ketal), Cl (hydrochloric acid), [N+](=O)([O-])C=1C=CC2=C(CC3(CCNCC3)O2)C1 (2,3-dihydro-5-nitrospiro[benzofuran-2,4'-piperidine]), C([O-])([O-])=O.[K+].[K+] (potassium carbonate), [OH-].[Na+] (sodium hydroxide). Run in C(CCC)O (n-butyl alcohol), CO (methyl alcohol). Product: Cl.FC1=CC=C(C(=O)CCCN2CCC3(CC2)OC2=C(C3)C=C(C=C2)[N+](=O)[O-])C=C1 (2,3-dihydro-1'-[3-(4-fluorobenzoyl)propyl]-5-nitrospiro[benzofuran-2,4'-piperidine]hydrochloride). As a reaction SMILES: [N+:1]([C:4]1[CH:5]=[CH:6][C:7]2[O:16][C:10]3([CH2:15][CH2:14][NH:13][CH2:12][CH2:11]3)[CH2:9][C:8]=2[CH:17]=1)([O-:3])=[O:2].C(=O)([O-])[O-].[K+].[K+].[I-].[K+].C1O[C:29]([C:34]2[CH:39]=[CH:38][C:37]([F:40])=[CH:36][CH:35]=2)([CH2:30][CH2:31][CH2:32][Cl:33])[O:28]C1.Cl.[OH-].[Na+]>C(O)CCC.CO>[ClH:33].[F:40][C:37]1[CH:36]=[CH:35][C:34]([C:29]([CH2:30][CH2:31][CH2:32][N:13]2[CH2:12][CH2:11][C:10]3([CH2:9][C:8]4[CH:17]=[C:4]([N+:1]([O-:3])=[O:2])[CH:5]=[CH:6][C:7]=4[O:16]3)[CH2:15][CH2:14]2)=[O:28])=[CH:39][CH:38]=1 |f:1.2.3,4.5,8.9,12.13|. Reported procedure: A stirred suspension of 5.2 g of 2,3-dihydro-5-nitrospiro[benzofuran-2,4'-piperidine] free base of C, 7.0 g of potassium carbonate, a few grains of potassium iodide and 6.2 g of γ-chloro-p-fluorobutyrophenone ethylene ketal in 200 ml of n-butyl alcohol is refluxed for 24 hours. Thereafter, the reaction mixture is permitted to cool to ambient temperature and then filtered. The filtrate is evaporated to dryness, leaving a brown oil. The oil is dissolved in 200 ml of methyl alcohol and 100 ml of 3N... The reactants are FC=1C=C(C=CC1OC1=C2C(=NC=C1)C=C(S2)C=2N(C=CN2)C)N (3-Fluoro-4-(2-(1-methyl-1H-imidazol-2-yl)thieno[3,2-b]pyridin-7-yloxy)benzenamine), FC1=C(C=CC=C1)CC(=O)N=C=S (2-(2-fluorophenyl)acetyl isothiocyanate), Cl (HCl). Run in CO (MeOH), C1CCOC1 (THF). Run at time 1 hour. Product: Cl.Cl.FC=1C=C(C=CC1OC1=C2C(=NC=C1)C=C(S2)C=2N(C=CN2)C)NC(=S)NC(CC2=C(C=CC=C2)F)=O (N-(3-Fluoro-4-(2-(1-methyl-1H-imidazol-2-yl)thieno[3,2-b]pyridin-7-yloxy)phenyl carbamothioyl)-2-(2-fluorophenyl)acetamide di-hydrochloride). Isolated yield 45.0%. RXN SMILES: [F:1][C:2]1[CH:3]=[C:4]([NH2:24])[CH:5]=[CH:6][C:7]=1[O:8][C:9]1[CH:14]=[CH:13][N:12]=[C:11]2[CH:15]=[C:16]([C:18]3[N:19]([CH3:23])[CH:20]=[CH:21][N:22]=3)[S:17][C:10]=12.[F:25][C:26]1[CH:31]=[CH:30][CH:29]=[CH:28][C:27]=1[CH2:32][C:33]([N:35]=[C:36]=[S:37])=[O:34].[ClH:38]>C1COCC1.CO>[ClH:38].[ClH:38].[F:1][C:2]1[CH:3]=[C:4]([NH:24][C:36]([NH:35][C:33](=[O:34])[CH2:32][C:27]2[CH:28]=[CH:29][CH:30]=[CH:31][C:26]=2[F:25])=[S:37])[CH:5]=[CH:6][C:7]=1[O:8][C:9]1[CH:14]=[CH:13][N:12]=[C:11]2[CH:15]=[C:16]([C:18]3[N:19]([CH3:23])[CH:20]=[CH:21][N:22]=3)[S:17][C:10]=12 |f:5.6.7|. Procedure: A mixture of aniline 219 (100 mg, 0.29 mmol, scheme 47) and 2-(2-fluorophenyl)acetyl isothiocyanate (115 mg, 0.58 mmol) in THF (3 mL) was stirred for 1 hour, loaded directly onto a column containing silica gel and eluted sequentially with EtOAc and EtOAc/MeOH (100:1), to produce a white solid. This material was suspended in MeOH (5 mL) and HCl (1.0M in ether, 1 mL) was added to form a clear solution that was evaporated to dryness. The residue was washed with ether, suspended in H2O, and lyophili... RXN SMILES: [CH3:16][C:17](=[O:18])[OH:19].[Cl:1][c:2]1[c:3]2[c:8]([cH:9][c:10]([O:13][CH3:14])[c:11]1[Cl:12])[C:7](=[O:15])[CH2:6][CH2:5][CH2:4]2>>[Cl:1][c:2]1[c:3]2[c:8]([cH:9][c:10]([O:13][CH3:14])[c:11]1[Cl:12])[CH2:7][CH2:6][CH2:5][CH2:4]2. Product: COc1cc2c(c(Cl)c1Cl)CCCC2. The reactants are CC(=O)O, COc1cc2c(c(Cl)c1Cl)CCCC2=O.